Dataset: the Open Reaction Database (ORD), a public repository of structured organic reaction records. Task: describe an organic reaction: reactants, conditions, products, and yield The reactants are CC(=O)C1=CC=C(C=C1)N (4-aminoacetophenone), [N-]=C=O.C(C)(C)OC(CN)=O (glycine isopropyl ester isocyanate), Cl.NO (hydroxylamine hydrochloride), C(OC)(OC)OC (trimethyl orthoformate). Solvent: C1CCOC1 (THF), C1CCOC1 (THF), N1=CC=CC=C1 (pyridine). Run at time 3 hour. Yields the product ON=C(C)C1=CC=C(C=C1)NC(=O)NCC(=O)OC(C)C (N-[4-(1-hydroxyiminoethyl)phenyl]-N'-isopropoxycarbonylmethylurea). Reaction SMILES: [CH3:1][C:2]([C:4]1[CH:9]=[CH:8][C:7]([NH2:10])=[CH:6][CH:5]=1)=O.[N-:11]=[C:12]=[O:13].[CH:14]([O:17][C:18](=[O:21])[CH2:19]N)([CH3:16])[CH3:15].Cl.[NH2:23][OH:24].C(OC)(OC)OC>C1COCC1.N1C=CC=CC=1>[OH:24][N:23]=[C:2]([C:4]1[CH:9]=[CH:8][C:7]([NH:10][C:12]([NH:11][CH2:19][C:18]([O:17][CH:14]([CH3:16])[CH3:15])=[O:21])=[O:13])=[CH:6][CH:5]=1)[CH3:1] |f:1.2,3.4|. Reported procedure: A solution of 0.02 mol 4-aminoacetophenone in 40 mL THF is added dropwise to a solution of 0.02 mol of glycine isopropyl ester isocyanate and 5 mL pyridine in 40 mL THF, and the reaction mixture is stirred for 3 hours. The solvent is then removed by rotary evaporator. The residue is dispersed in 50 mL CH3OH, and 0.022 mol hydroxylamine hydrochloride and 0.06 mol trimethyl orthoformate are added. The reaction mixture is heated to reflux for 10 hours. The solvent is removed by rotary evaporator. A... The reactants are CC(CCCCCCCCCCCCCC)=O (2-hexadecanone), C(C)(C)C1=C(C(=CC=C1)C(C)C)N=C=O (2,6-diisopropylphenyl isocyanate), C(C)(C)[N-]C(C)C.[Li+] (lithium diisopropylamide). Yields the product CC(C)C1=C(C(=CC=C1)C(C)C)NC(CC(CCCCCCCCCCCCCC)=O)=O (N-[2,6-bis(1-methylethyl)phenyl]-3-oxo-heptadecanamide). Reaction SMILES: [CH3:1][C:2](=[O:17])[CH2:3][CH2:4][CH2:5][CH2:6][CH2:7][CH2:8][CH2:9][CH2:10][CH2:11][CH2:12][CH2:13][CH2:14][CH2:15][CH3:16].[CH:18]([C:21]1[CH:26]=[CH:25][CH:24]=[C:23]([CH:27]([CH3:29])[CH3:28])[C:22]=1[N:30]=[C:31]=[O:32])([CH3:20])[CH3:19].C([N-]C(C)C)(C)C.[Li+]>>[CH3:20][CH:18]([C:21]1[CH:26]=[CH:25][CH:24]=[C:23]([CH:27]([CH3:28])[CH3:29])[C:22]=1[NH:30][C:31](=[O:32])[CH2:1][C:2](=[O:17])[CH2:3][CH2:4][CH2:5][CH2:6][CH2:7][CH2:8][CH2:9][CH2:10][CH2:11][CH2:12][CH2:13][CH2:14][CH2:15][CH3:16])[CH3:19] |f:2.3|. Procedure details: The title compound was prepared from 2-hexadecanone (5.0 g, 0.018 ml), 2,6-diisopropylphenyl isocyanate (3.72 g, 0.018 mol), and lithium diisopropylamide (0.018 mol) using the procedure described in Example 1. The desired product was obtained in 80% yield (6.38 g, 0.014 mol). MS: 443 (M+). The reactants are [F-].C(CCC)[N+](CCCC)(CCCC)CCCC (tetrabutylammonium fluoride), COCCCOC=1C=C(C=CC1O[Si](C(C)C)(C(C)C)C(C)C)C(CC(=O)OCC)(C)C (ethyl 3-{3-(3-methoxypropoxy)-4-[(triisopropylsilyl)oxy]phenyl}-3-methylbutanoate), [Cl-].[NH4+] (ammonium chloride). The solvent is O1CCCC1 (tetrahydrofuran). Run at temperature 0 celsius. Product: OC1=C(C=C(C=C1)C(CC(=O)OCC)(C)C)OCCCOC (Ethyl 3-[4-hydroxy-3-(3-methoxypropoxy)phenyl]-3-methylbutanoate). Isolated yield 97.8%. As a reaction SMILES: [CH3:1][O:2][CH2:3][CH2:4][CH2:5][O:6][C:7]1[CH:8]=[C:9]([C:24]([CH3:32])([CH3:31])[CH2:25][C:26]([O:28][CH2:29][CH3:30])=[O:27])[CH:10]=[CH:11][C:12]=1[O:13][Si](C(C)C)(C(C)C)C(C)C.[F-].C([N+](CCCC)(CCCC)CCCC)CCC.[Cl-].[NH4+]>O1CCCC1>[OH:13][C:12]1[CH:11]=[CH:10][C:9]([C:24]([CH3:32])([CH3:31])[CH2:25][C:26]([O:28][CH2:29][CH3:30])=[O:27])=[CH:8][C:7]=1[O:6][CH2:5][CH2:4][CH2:3][O:2][CH3:1] |f:1.2,3.4|. Procedure: In a round bottom flask, was introduced ethyl 3-{3-(3-methoxypropoxy)-4-[(triisopropylsilyl)oxy]phenyl}-3-methylbutanoate (2.60 g, 5.6 mmol) and tetrahydrofuran (18 mL). The mixture was cooled to 0° C. and tetrabutylammonium fluoride (1N in THF, 8.4 mL) was added. The solution was stirred for 2 hrs and hydrolyzed with saturated aqueous ammonium chloride. The aqueous layer was extracted with ethyl acetate. The combined organic layers were washed with brine, dried over anhydrous sodium sulfate, an... The reactants are ClCCl, O=C(Cl)C=C1CCc2ccc(F)cc21, [NH4+], [OH-]. The product is NC(=O)C=C1CCc2ccc(F)cc21. As a reaction SMILES: [Cl:17][CH2:18][Cl:19].[F:3][c:4]1[cH:5][cH:6][c:7]2[c:11]([cH:12]1)[C:10](=[CH:13][C:14](=[O:15])[Cl:16])[CH2:9][CH2:8]2.[NH4+:1].[OH-:2]>>[NH2:1][C:14]([CH:13]=[C:10]1[CH2:9][CH2:8][c:7]2[cH:6][cH:5][c:4]([F:3])[cH:12][c:11]21)=[O:15]. Reactants: ClCCl, C[N+]1([O-])CCOCC1, CCC[N+](CCC)(CCC)CCC, CC(O)CCCC12CCC(c3nnc(-c4ccc(O)cc4Cl)n3C)(CC1)CC2, O=[Ru](=O)(=O)[O-]. Yields the product CC(=O)CCCC12CCC(c3nnc(-c4ccc(O)cc4Cl)n3C)(CC1)CC2. RXN SMILES: [CH2:37]([Cl:38])[Cl:39].[CH3:29][N+:30]1([O-:36])[CH2:31][CH2:32][O:33][CH2:34][CH2:35]1.[CH3:45][CH2:46][CH2:47][N+:48]([CH2:49][CH2:50][CH3:51])([CH2:52][CH2:53][CH3:54])[CH2:55][CH2:56][CH3:57].[Cl:1][c:2]1[cH:3][c:4]([OH:28])[cH:5][cH:6][c:7]1-[c:8]1[n:9][n:10][c:11]([C:14]23[CH2:15][CH2:16][C:17]([CH2:22][CH2:23][CH2:24][CH:25]([CH3:26])[OH:27])([CH2:18][CH2:19]2)[CH2:20][CH2:21]3)[n:12]1[CH3:13].[O-:40][Ru:41](=[O:42])(=[O:43])=[O:44]>>[Cl:1][c:2]1[cH:3][c:4]([OH:28])[cH:5][cH:6][c:7]1-[c:8]1[n:9][n:10][c:11]([C:14]23[CH2:15][CH2:16][C:17]([CH2:22][CH2:23][CH2:24][C:25]([CH3:26])=[O:27])([CH2:18][CH2:19]2)[CH2:20][CH2:21]3)[n:12]1[CH3:13]. Reactants: C(C)(C)(C)OC(=O)N1C[C@@H](CC1)NCC1=CC=C(C=C1)Cl ((R)-3-(4-Chloro-benzylamino)-pyrrolidine-1-carboxylic acid tert-butylester), C[Si](C)(C)N=C=O (trimethylsilylisocyanate). Reagents/catalysts: C(C)(C)O (isopropanol). Run in C(Cl)Cl (CH2Cl2). Run at time 12 hour. Yields the product ClC1=CC=C(CN(C(=O)N)[C@H]2CNCC2)C=C1 ((R)-1-(4-Chloro-benzyl)-1-pyrrolidin-3-yl-urea). Reaction SMILES: C(OC([N:8]1[CH2:12][CH2:11][C@@H:10]([NH:13][CH2:14][C:15]2[CH:20]=[CH:19][C:18]([Cl:21])=[CH:17][CH:16]=2)[CH2:9]1)=O)(C)(C)C.C[Si]([N:26]=[C:27]=[O:28])(C)C>C(Cl)Cl.C(O)(C)C>[Cl:21][C:18]1[CH:17]=[CH:16][C:15]([CH2:14][N:13]([C@@H:10]2[CH2:11][CH2:12][NH:8][CH2:9]2)[C:27]([NH2:26])=[O:28])=[CH:20][CH:19]=1. Procedure: (R)-3-(4-Chloro-benzylamino)-pyrrolidine-1-carboxylic acid tert-butylester (0.690 g, 2.2 mmol) was dissolved in CH2Cl2 with a few drops of isopropanol and trimethylsilylisocyanate (0.365 mL, 2.6 mmol) were added. The solution was allowed to stir at room temperature for 12 h, the reaction was concentrated down and used directly in the next reaction. ESI-MS m/z: 354 (M+1), retention time 2.15. Starting materials: C1CCOC1, CO, [H][H], O=[N+]([O-])c1cccc(-n2ccnn2)c1. The product is Nc1cccc(-n2ccnn2)c1. RXN SMILES: [CH2:19]1[O:20][CH2:21][CH2:22][CH2:23]1.[CH3:17][OH:18].[H:15][H:16].[N+:1]([O-:2])(=[O:3])[c:4]1[cH:5][c:6](-[n:10]2[n:11][n:12][cH:13][cH:14]2)[cH:7][cH:8][cH:9]1>>[NH2:1][c:4]1[cH:5][c:6](-[n:10]2[n:11][n:12][cH:13][cH:14]2)[cH:7][cH:8][cH:9]1. Starting materials: CC1=C(C(=O)OCC)C=C(C=N1)[N+](=O)[O-] (ethyl 2-methyl-5-nitronicotinate), CN(C)C(OC)OC (1,1-dimethoxytrimethylamine). Yields the product CN(C=CC1=C(C(=O)OCC)C=C(C=N1)[N+](=O)[O-])C (ethyl 2-[2-(dimethylamino)vinyl]-5-nitronicotinate). Reaction SMILES: [CH3:1][C:2]1[N:12]=[CH:11][C:10]([N+:13]([O-:15])=[O:14])=[CH:9][C:3]=1[C:4]([O:6][CH2:7][CH3:8])=[O:5].[CH3:16][N:17]([CH:19](OC)OC)[CH3:18]>>[CH3:16][N:17]([CH3:19])[CH:18]=[CH:1][C:2]1[N:12]=[CH:11][C:10]([N+:13]([O-:15])=[O:14])=[CH:9][C:3]=1[C:4]([O:6][CH2:7][CH3:8])=[O:5]. Procedure: A solution containing 20.88 g of ethyl 2-methyl-5-nitronicotinate in 100 mL 1,1-dimethoxytrimethylamine is heated at reflux for three hours and 15 minutes. The mixture is cooled and the solid collected by filtration, washed with methanol and air dried to give 26 g of the desired enamine as a dark red solid mp 176°-179° C. The reactants are CN(C=O)C (dimethylformamide), C(C(=O)Cl)(=O)Cl (Oxalyl chloride), S1C=CC=2NC=CC(C21)=O (4H-Thieno[3,2-b]pyridin-7-one). The solvent is C(Cl)Cl (methylene chloride). Run at temperature 0 celsius. Yields the product ClC1=C2C(=NC=C1)C=CS2 (7-chloro-thieno[3,2-b]pyridine). The yield is 103.9%. As a reaction SMILES: CN(C)C=O.[C:6]([Cl:11])(=O)[C:7](Cl)=O.[S:12]1[C:20]2C(=O)C=[CH:17][NH:16][C:15]=2[CH:14]=[CH:13]1>C(Cl)Cl>[Cl:11][C:6]1[CH:7]=[CH:17][N:16]=[C:15]2[CH:14]=[CH:13][S:12][C:20]=12. Procedure details: In a 250 mL round-bottomed flask 100 mL of methylene chloride and dimethylformamide (6.1 mL, 78.6 mmol) were combined and cooled to 0° C. Oxalyl chloride (57 mL, 114 mmol) was added dropwise over several minutes. 4H-Thieno[3,2-b]pyridin-7-one (5.4 g, 35.7 mmol) was added and the solution was heated to reflux. After 2 hours the flask was cooled to room temperature and the resulting solid was filtered and dried in vacuo to afford 6.29 g (100%) of 7-chloro-thieno[3,2-b]pyridine as a yellow solid. 1... Starting materials: ClC=1C=C(C=CC1Cl)C(=CC(CCC(=O)O)=O)O (6-(3,4-dichloro-phenyl)-6-hydroxy-4-oxo-hex-5-enoic acid), [Li] (lithium), Cl.ClC1=C(C=CC(=C1)Cl)NN (2,4-dichloro-phenyl hydrazine hydrochloride). Run in CCO (EtOH). Reaction conditions: time 24 hour. Product: ClC=1C=C(C=CC1Cl)C1=CC(=NN1C1=C(C=C(C=C1)Cl)Cl)CCC(=O)O (3-[5-(3,4-Dichloro-phenyl)-1-(2,4-dichloro-phenyl)-1H-pyrazol-3-yl]-propionic acid). Isolated yield 33.0%. Reaction SMILES: [Cl:1][C:2]1[CH:3]=[C:4]([C:9](O)=[CH:10][C:11](=O)[CH2:12][CH2:13][C:14]([OH:16])=[O:15])[CH:5]=[CH:6][C:7]=1[Cl:8].[Li].Cl.[Cl:21][C:22]1[CH:27]=[C:26]([Cl:28])[CH:25]=[CH:24][C:23]=1[NH:29][NH2:30]>CCO>[Cl:1][C:2]1[CH:3]=[C:4]([C:9]2[N:29]([C:23]3[CH:24]=[CH:25][C:26]([Cl:28])=[CH:27][C:22]=3[Cl:21])[N:30]=[C:11]([CH2:12][CH2:13][C:14]([OH:16])=[O:15])[CH:10]=2)[CH:5]=[CH:6][C:7]=1[Cl:8] |f:2.3,^1:18|. Reported procedure: To a round-bottom flask was added 6-(3,4-dichloro-phenyl)-6-hydroxy-4-oxo-hex-5-enoic acid bis-lithium salt (9.48 g, 31.3 mmol, 1.0 equiv), 2,4-dichloro-phenyl hydrazine hydrochloride (6.66 g, 31.3 mmol, 1.0 equiv) and EtOH (250 mL) under nitrogen. The mixture was stirred at room temperature for 24 h. The solvent was removed, and the crude residue was partitioned between 5% HCl and diethyl ether (200 mL each). The layers were separated, and the aqueous layer was extracted with diethyl ether (2×1...